This data is from the Open Reaction Database (ORD), a public repository of structured organic reaction records. The task is: describe an organic reaction: reactants, conditions, products, and yield Reactants: CN(Cc1ccccc1)c1ccn(CCc2ccc(CO)cc2)c(=O)c1, ClCCl, O, BrP(Br)Br. Product: CN(Cc1ccccc1)c1ccn(CCc2ccc(CBr)cc2)c(=O)c1. Reaction SMILES: [CH2:1]([c:2]1[cH:3][cH:4][cH:5][cH:6][cH:7]1)[N:8]([c:9]1[cH:10][c:11](=[O:25])[n:12]([CH2:15][CH2:16][c:17]2[cH:18][cH:19][c:20]([CH2:23][OH:24])[cH:21][cH:22]2)[cH:13][cH:14]1)[CH3:26].[Cl:31][CH2:32][Cl:33].[OH2:34].[P:27]([Br:28])([Br:29])[Br:30]>>[CH2:1]([c:2]1[cH:3][cH:4][cH:5][cH:6][cH:7]1)[N:8]([c:9]1[cH:10][c:11](=[O:25])[n:12]([CH2:15][CH2:16][c:17]2[cH:18][cH:19][c:20]([CH2:23][Br:28])[cH:21][cH:22]2)[cH:13][cH:14]1)[CH3:26]. The product is C=Cc1cncc(-c2cc(NC(=O)Cc3ccc4ccccc4c3)n[nH]2)c1. Starting materials: O=C(Cc1ccc2ccccc2c1)Nc1cc(-c2cncc(Br)c2)[nH]n1, CCCCC([Sn])=C(CCCC)CCCC, CN1CCCC1=O, ClC(Cl)Cl, [Cl-], [F-], [K+], [Li+], O=C(C=Cc1ccccc1)C=Cc1ccccc1, O=C(C=Cc1ccccc1)C=Cc1ccccc1, O=C(C=Cc1ccccc1)C=Cc1ccccc1, [Pd], [Pd], c1coc(P(c2ccco2)c2ccco2)c1. RXN SMILES: [Br:1][c:2]1[cH:3][c:4](-[c:8]2[cH:9][c:10]([NH:13][C:14]([CH2:15][c:16]3[cH:17][c:18]4[cH:19][cH:20][cH:21][cH:22][c:23]4[cH:24][cH:25]3)=[O:26])[n:11][nH:12]2)[cH:5][n:6][cH:7]1.[CH2:27]([CH2:28][CH2:40][CH3:41])[C:29]([Sn:30])=[C:31]([CH2:32][CH2:33][CH2:34][CH3:35])[CH2:36][CH2:37][CH2:38][CH3:39].[CH3:62][N:63]1[CH2:64][CH2:65][CH2:66][C:67]1=[O:68].[CH:125]([Cl:126])([Cl:127])[Cl:128].[Cl-:59].[F-:60].[K+:61].[Li+:58].[O:107]=[C:108]([CH:109]=[CH:110][c:111]1[cH:112][cH:113][cH:114][cH:115][cH:116]1)[CH:117]=[CH:118][c:119]1[cH:120][cH:121][cH:122][cH:123][cH:124]1.[O:71]=[C:72]([CH:73]=[CH:74][c:75]1[cH:76][cH:77][cH:78][cH:79][cH:80]1)[CH:81]=[CH:82][c:83]1[cH:84][cH:85][cH:86][cH:87][cH:88]1.[O:89]=[C:90]([CH:91]=[CH:92][c:93]1[cH:94][cH:95][cH:96][cH:97][cH:98]1)[CH:99]=[CH:100][c:101]1[cH:102][cH:103][cH:104][cH:105][cH:106]1.[Pd:69].[Pd:70].[o:42]1[cH:43][cH:44][cH:45][c:46]1[P:47]([c:48]1[o:49][cH:50][cH:51][cH:52]1)[c:53]1[o:54][cH:55][cH:56][cH:57]1>>[c:2]1([CH:27]=[CH2:28])[cH:3][c:4](-[c:8]2[cH:9][c:10]([NH:13][C:14]([CH2:15][c:16]3[cH:17][c:18]4[cH:19][cH:20][cH:21][cH:22][c:23]4[cH:24][cH:25]3)=[O:26])[n:11][nH:12]2)[cH:5][n:6][cH:7]1.